From a dataset of the Open Reaction Database (ORD), a public repository of structured organic reaction records. describe an organic reaction: reactants, conditions, products, and yield Reactants: C(N)(=O)C1=CC(=C(S1)[N+](=O)[O-])CC(=O)OCC (Ethyl 5-carbamoyl-2-nitrothiophene-3-acetate), reduced iron. The reagents and catalysts are O.O.O.O.O.O.O.S(=O)(=O)([O-])[O-].[Fe+2] (iron sulfate heptahydrate). Solvent: O1CCOCC1 (dioxan). The product is NC=1SC(=CC1CC(=O)OCC)C(N)=O (ethyl 2-amino-5-carbamoylthiophene-3-acetate). The yield is 95.9%. Reaction SMILES: [C:1]([C:4]1[S:8][C:7]([N+:9]([O-])=O)=[C:6]([CH2:12][C:13]([O:15][CH2:16][CH3:17])=[O:14])[CH:5]=1)(=[O:3])[NH2:2]>O1CCOCC1.O.O.O.O.O.O.O.S([O-])([O-])(=O)=O.[Fe+2]>[NH2:9][C:7]1[S:8][C:4]([C:1](=[O:3])[NH2:2])=[CH:5][C:6]=1[CH2:12][C:13]([O:15][CH2:16][CH3:17])=[O:14] |f:2.3.4.5.6.7.8.9.10|. Reported procedure: Ethyl 5-carbamoyl-2-nitrothiophene-3-acetate (600 mg, 2.33 mmol) was dissolved in aqueous dioxan (7 ml, 4:1 dioxan/water) and treated with reduced iron powder (1.55 g, 27.77 mmol) and iron sulfate heptahydrate (200 mg, 0.68 mmol). The reaction mixture was refluxed for 1 hour then filtered through celite filter-aid and washed through with ethyl acetate. The organic phase was washed with saturated sodium aqueous hydrogen carbonate and saturated aqueous sodium chloride. The organic phase was dried ... The reactants are FC(C=1C=C2C(=CN=NC2=CC1)O)(F)F (6-(trifluoromethyl)cinnolin-4-ol), P(=O)(Cl)(Cl)Cl (phosphoryl trichloride). Run in C(C)#N (acetonitrile). Run at temperature 100 celsius, time 2 hour. The product is ClC1=CN=NC2=CC=C(C=C12)C(F)(F)F (4-chloro-6-(trifluoromethyl)cinnoline). RXN SMILES: [F:1][C:2]([F:15])([F:14])[C:3]1[CH:4]=[C:5]2[C:10](=[CH:11][CH:12]=1)[N:9]=[N:8][CH:7]=[C:6]2O.P(Cl)(Cl)([Cl:18])=O>C(#N)C>[Cl:18][C:6]1[C:5]2[C:10](=[CH:11][CH:12]=[C:3]([C:2]([F:15])([F:14])[F:1])[CH:4]=2)[N:9]=[N:8][CH:7]=1. Procedure details: Into a 100 mL round-bottom flask, was placed a solution of 6-(trifluoromethyl)cinnolin-4-ol (as prepared in the previous step, 1.8 g, 8.41 mmol, 1.00 equiv) in acetonitrile (30 mL) and phosphoryl trichloride (12.78 g, 84.08 mmol, 10.00 equiv). The reaction mixture was stirred for 2 h at 100° C. in an oil bath. The resulting mixture was concentrated under vacuum. The residue was purified by chromatography over a silica gel column with ethyl acetate/petroleum ether (1:20-1:10). The title compound ...